From a dataset of the Open Reaction Database (ORD), a public repository of structured organic reaction records. describe an organic reaction: reactants, conditions, products, and yield The reactants are C(=C)C1=CCCCC1 (vinylcyclohexene), [N+](=O)([O-])C1=CC=CC=C1 (nitrobenzene). Reagents/catalysts: zeolite, [Pd] (palladium). Yields the product C(C)C1=CC=CC=C1 (ethylbenzene), NC1=CC=CC=C1 (aniline). RXN SMILES: [CH:1]([C:3]1[CH2:8][CH2:7][CH2:6][CH2:5][CH:4]=1)=[CH2:2].[N+:9]([C:12]1[CH:17]=[CH:16][CH:15]=[CH:14][CH:13]=1)([O-])=O>[Pd]>[CH2:1]([C:3]1[CH:8]=[CH:7][CH:6]=[CH:5][CH:4]=1)[CH3:2].[NH2:9][C:12]1[CH:17]=[CH:16][CH:15]=[CH:14][CH:13]=1. Reported procedure: It is not necessary to use pure oxygen as the source of oxygen. Air is a suitable source of oxygen and is desirable for reasons of economy. Alternatively, the oxidizing agent can be ozone (under conditions which prevent direct interaction of ozone and olefin) or a compound which can generate oxygen under reaction conditions (e.g., peroxides and hydroperoxides), or it can be a compound which contains an active-oxygen functional group (e.g., nitro derivatives). Aliphatic and aromatic nitro compoun... Starting materials: C1(=CC=CC=C1)/C(=C(\CC)/C1=CC=CC=C1)/C1=CC=C(C=C1)C=CC(=O)O (3-[4-(Z)-(1,2-diphenylbut-1-enyl)phenyl]-acrylic acid), FC(C=1C=C(C=CC1)S(=O)(=O)N)(F)F (3-(trifluoromethyl)-benzenesulfonamide). Product: C1(=CC=CC=C1)C(=C(CC)C1=CC=CC=C1)C1=CC=C(C=C1)C=CC(=O)NS(=O)(=O)C1=CC(=CC=C1)C(F)(F)F (N-{3-[4-(1,2-diphenyl-but-1-enyl)-phenyl]-acryloyl}-3-trifluoromethyl-benzenesulfonamide). Reaction SMILES: [C:1]1(/[C:7](/[C:17]2[CH:22]=[CH:21][C:20]([CH:23]=[CH:24][C:25](O)=[O:26])=[CH:19][CH:18]=2)=[C:8](/[C:11]2[CH:16]=[CH:15][CH:14]=[CH:13][CH:12]=2)\[CH2:9][CH3:10])[CH:6]=[CH:5][CH:4]=[CH:3][CH:2]=1.[F:28][C:29]([F:41])([F:40])[C:30]1[CH:31]=[C:32]([S:36]([NH2:39])(=[O:38])=[O:37])[CH:33]=[CH:34][CH:35]=1>>[C:1]1([C:7]([C:17]2[CH:22]=[CH:21][C:20]([CH:23]=[CH:24][C:25]([NH:39][S:36]([C:32]3[CH:33]=[CH:34][CH:35]=[C:30]([C:29]([F:28])([F:40])[F:41])[CH:31]=3)(=[O:38])=[O:37])=[O:26])=[CH:19][CH:18]=2)=[C:8]([C:11]2[CH:16]=[CH:15][CH:14]=[CH:13][CH:12]=2)[CH2:9][CH3:10])[CH:2]=[CH:3][CH:4]=[CH:5][CH:6]=1. Reported procedure: Prepared by coupling 1a and 3-(trifluoromethyl)-benzenesulfonamide (Synlett, 1997, 375) in accordance with Procedure 1, Method B described hereinabove. Yield (35%); 1H NMR (d6-DMSO) δ 8.22–8.08 (m, 3H), 7.86 (t, J=7.7 Hz, 1H), 7.42–7.07 (m, 13H), 6.84 (d, J=8.0 Hz, 2H), 6.40 (d, J=15.7 Hz, 1H), 2.35 (q, J=7.3 Hz, 2H), 0.82 (t, J=7.3 Hz, 3H); APcI m/z: 562 (M+H+). Reactants: ClC1=C(C=O)C=CC(=C1O)OC (2-chloro-3-hydroxy-4-methoxybenzaldehyde), ClC1=CC(=CC=C1)C(=O)OO (m-chloroperbenzoic acid). The solvent is C(Cl)Cl (methylene dichloride). Run at time 1 hour. Yields the product ClC1=C(O)C=CC(=C1O)OC (2-chloro-4-methoxyresorcinol). Reaction SMILES: [Cl:1][C:2]1[C:9]([OH:10])=[C:8]([O:11][CH3:12])[CH:7]=[CH:6][C:3]=1C=O.ClC1C=CC=C(C(OO)=[O:21])C=1>C(Cl)Cl>[Cl:1][C:2]1[C:9]([OH:10])=[C:8]([O:11][CH3:12])[CH:7]=[CH:6][C:3]=1[OH:21]. Procedure details: Into a reaction flask was introduced 2 g of 2-chloro-3-hydroxy-4-methoxybenzaldehyde in 50 ml methylene dichloride with an excess of m-chloroperbenzoic acid and the reaction refluxed for 2.5 hrs. After removal of the solvent, the solid residue was dissolved in 10 ml methanol and stirred with approximately 10 weight percent aqueous sodium hydroxide (10 ml) for 1 hr. After acidification to pH 1 with dilute HCl, the solution was filtered and the precipitate washed with 10 ml of cold water. The comb...